This data is from the Open Reaction Database (ORD), a public repository of structured organic reaction records. The task is: describe an organic reaction: reactants, conditions, products, and yield Run in C(C)O (ethanol), C(C)O (ethanol). As a reaction SMILES: BrCCCCCO[C:8]1[CH:21]=[CH:20][C:11]([C:12]([C:14]2[CH:19]=[CH:18][CH:17]=[CH:16][CH:15]=2)=[O:13])=[CH:10][CH:9]=1.CNC.O>C(O)C>[C:12]([C:14]1[CH:19]=[CH:18][CH:17]=[CH:16][CH:15]=1)(=[O:13])[C:11]1[CH:20]=[CH:21][CH:8]=[CH:9][CH:10]=1. Starting materials: O (water), BrCCCCCOC1=CC=C(C(=O)C2=CC=CC=C2)C=C1 (4-[(5-bromopentyl)oxy]benzophenone), solution, CNC (dimethylamine). Yields the product C(C1=CC=CC=C1)(=O)C1=CC=CC=C1 (benzophenone). Procedure details: A solution of 3.0 g of 4-[(5-bromopentyl)oxy]benzophenone in 30 ml of ethanol was heated to 90° in a pressure tube for 1.5 hours with 16 ml of a 33 percent solution of dimethylamine in ethanol. After cooling the mixture was poured into water and extracted three times with ethyl acetate. The organic phases, dried over sodium sulphate, were evaporated and the residue was chromatographed on neutral aluminium oxide (activity grade III) with hexane:ethyl acetate 7:3). There were obtained 2.69 g (97%)...